This data is from the Open Reaction Database (ORD), a public repository of structured organic reaction records. The task is: describe an organic reaction: reactants, conditions, products, and yield Starting materials: ClC1=CC=C(C=N1)C1=CC=C(C(=O)OC)C=C1 (methyl 4-(6-chloropyridin-3-yl)benzoate), O[Li].O (LiOH.H2O). Run in C1CCOC1 (THF), O (water). The product is ClC1=CC=C(C=N1)C1=CC=C(C(=O)O)C=C1 (4-(6-chloropyridin-3-yl)benzoic acid). RXN SMILES: [Cl:1][C:2]1[N:7]=[CH:6][C:5]([C:8]2[CH:17]=[CH:16][C:11]([C:12]([O:14]C)=[O:13])=[CH:10][CH:9]=2)=[CH:4][CH:3]=1.O[Li].O>C1COCC1.O>[Cl:1][C:2]1[N:7]=[CH:6][C:5]([C:8]2[CH:17]=[CH:16][C:11]([C:12]([OH:14])=[O:13])=[CH:10][CH:9]=2)=[CH:4][CH:3]=1 |f:1.2|. Procedure details: A solution of Example 252F (1.56 g, 6.4 mmol) in THF (30 mL) at room temperature was treated with a solution of LiOH.H2O (0.537 g, 12.8 mmol) in water (5 mL), heated to reflux for 4 hours, cooled to room temperature and concentrated. The mixture was neutralized with 1N HCl and extracted ethyl acetate (3×50 nL). The combined extracts were washed with brine, dried (Na2SO4), filtered, and concentrated to provide the desired product. MS (APCI) m/e 234 (M+H)+. Starting materials: C(C1=CC=CC=C1)O[C@H]1[C@@H](OC)O[C@@H]([C@@H]([C@@H]1OCC1=CC=CC=C1)O)COCC1=CC=CC=C1 (methyl 2,3,6-tri-O-benzyl-α-D-galactopyranoside), C(C1=CC=CC=C1)O[C@H]1[C@@H](OC)O[C@@H]([C@@H]([C@@H]1OCC1=CC=CC=C1)OC(F)(F)F)C(OCC1=CC=CC=C1)=S(=O)=O.OS(=O)(=O)C(F)(F)F (triflate methyl 2,3,6-tri-O-benzyl-4-O-trifluoromethyl-sulfonyl-α-D -galactopyranoside), N1=CC=CC=C1 (pyridine), FC(S(=O)(=O)OS(=O)(=O)C(F)(F)F)(F)F (trifluoromethane sulfonic anhydride). The solvent is C(Cl)Cl (methylene chloride), C(Cl)Cl (methylene chloride). Run at temperature -10 celsius, time 15 minute. Yields the product C(C1=CC=CC=C1)O[C@H]1[C@@H](OC)O[C@@H]([C@@H]([C@@H]1OCC1=CC=CC=C1)OS(=O)(=O)C(F)(F)F)COCC1=CC=CC=C1 (Methyl 2,3,6-Tri-O-Benzyl-4-O-Trifluoromethylsulfonyl-α-D-Galactopyranoside). RXN SMILES: N1C=CC=CC=1.[F:7][C:8]([F:21])([F:20])[S:9]([O:12]S(C(F)(F)F)(=O)=O)(=[O:11])=[O:10].[CH2:22]([O:29][C@@H:30]1[C@@H:37]([O:38][CH2:39][C:40]2[CH:45]=[CH:44][CH:43]=[CH:42][CH:41]=2)[C@@H:36](O)[C@@H:35]([CH2:47][O:48][CH2:49][C:50]2[CH:55]=[CH:54][CH:53]=[CH:52][CH:51]=2)[O:34][C@@H:31]1[O:32][CH3:33])[C:23]1[CH:28]=[CH:27][CH:26]=[CH:25][CH:24]=1.C(O[C@@H]1[C@@H](OCC2C=CC=CC=2)[C@@H](OC(F)(F)F)[C@@H](C(=S(=O)=O)OCC2C=CC=CC=2)O[C@@H]1OC)C1C=CC=CC=1.OS(C(F)(F)F)(=O)=O>C(Cl)Cl>[CH2:22]([O:29][C@@H:30]1[C@@H:37]([O:38][CH2:39][C:40]2[CH:41]=[CH:42][CH:43]=[CH:44][CH:45]=2)[C@@H:36]([O:12][S:9]([C:8]([F:21])([F:20])[F:7])(=[O:11])=[O:10])[C@@H:35]([CH2:47][O:48][CH2:49][C:50]2[CH:51]=[CH:52][CH:53]=[CH:54][CH:55]=2)[O:34][C@@H:31]1[O:32][CH3:33])[C:23]1[CH:24]=[CH:25][CH:26]=[CH:27][CH:28]=1 |f:3.4|. Procedure: To a solution of dry pyridine (0.46 mL) in methylene chloride (17.5 mL) cooled to -15° C. was added trifluoromethane sulfonic anhydride (0.87 mL). The mixture was stirred during 15 min at -10° C., then methyl 2,3,6-tri-O-benzyl-α-D-galactopyranoside (1.2 g, 2.58 mmol) in methylene chloride (5 mL) was added (N. Morishima, S. Koto, M. Oshima, A. Sugimoto and S. Zen, Bull. Chem. Soc. Jpn, 56, 2849 (1983)). The mixture was washed with water. The organic layer was dried over sodium sulfate, filtered ... The reactants are C1CCOC1, COC(=O)c1cc(C(=O)O)cc(N2CCCC2=O)c1, CO. Product: COC(=O)c1cc(CO)cc(N2CCCC2=O)c1. As a reaction SMILES: [CH2:22]1[O:23][CH2:24][CH2:25][CH2:26]1.[CH3:1][O:2][C:3]([c:4]1[cH:5][c:6]([C:7](=[O:8])[OH:9])[cH:10][c:11]([N:13]2[C:14](=[O:18])[CH2:15][CH2:16][CH2:17]2)[cH:12]1)=[O:19].[CH3:20][OH:21]>>[CH3:1][O:2][C:3]([c:4]1[cH:5][c:6]([CH2:7][OH:8])[cH:10][c:11]([N:13]2[C:14](=[O:18])[CH2:15][CH2:16][CH2:17]2)[cH:12]1)=[O:19]. The reactants are [Si](C)(C)(C(C)(C)C)OCC=1C=C(C=CC1)C=1C=C(C=CC1F)[N+](=O)[O-] (3-(3-t-butyldimethylsilyloxymethylphenyl)-4-fluoronitrobenzene). Reagents/catalysts: [Pd] (palladium on carbon). Solvent: ethyl acetate hexanes. Run at time 15 minute. Yields the product [Si](C)(C)(C(C)(C)C)OCC=1C=C(C=CC1)C=1C=C(N)C=CC1F (3-(3-t-Butyldimethylsilyloxymethylphenyl)-4-fluoroaniline). The yield is 100.0%. RXN SMILES: [Si:1]([O:8][CH2:9][C:10]1[CH:11]=[C:12]([C:16]2[CH:17]=[C:18]([N+:23]([O-])=O)[CH:19]=[CH:20][C:21]=2[F:22])[CH:13]=[CH:14][CH:15]=1)([C:4]([CH3:7])([CH3:6])[CH3:5])([CH3:3])[CH3:2]>[Pd]>[Si:1]([O:8][CH2:9][C:10]1[CH:11]=[C:12]([C:16]2[CH:17]=[C:18]([CH:19]=[CH:20][C:21]=2[F:22])[NH2:23])[CH:13]=[CH:14][CH:15]=1)([C:4]([CH3:7])([CH3:6])[CH3:5])([CH3:3])[CH3:2]. Procedure details: A solution of 5.92 g 3-(3-t-butyldimethylsilyloxymethylphenyl)-4-fluoronitrobenzene in 200 ml 50% ethyl acetate/hexanes was hydrogenated over 5 g of 5% palladium on carbon at 50 p.s.i. for 15 minutes. The reaction mixture was filtered and evaporated to yield the crude product (5.43 g, 100% yield) which was used directly without further purification. On purification, the compound is characterized by the following data: NMR (CDCl3, 250 MHz): 7.45 (m, 4H), 6.98 (dd, 1H), 6.75 (dd, 1H), 6.62 (8 line... The reactants are ClC1=CC(=C(CN2N=CC3=CC(=CC=C23)C=C2C(N=C(S2)SCC)=O)C=C1)C(F)(F)F (5-[1-(4-chloro-2-trifluoromethyl-benzyl)-1H-indazol-5-ylmethylene]-2-ethylsulfanyl-thiazol-4-one), C(C)(C)(C)OC(NC1CCNCC1)=O (piperidin-4-yl-carbamic acid tert-butyl ester). The product is C(C)(C)(C)OC(NC1CCN(CC1)C=1SC(C(N1)=O)=CC=1C=C2C=NN(C2=CC1)CC1=C(C=C(C=C1)Cl)C(F)(F)F)=O ((1-{5-[1-(4-Chloro-2-trifluoromethyl-benzyl)-1H-indazol-5-ylmethylene]-4-oxo-4,5-dihydro-thiazol-2-yl}-piperidin-4-yl)-carbamic acid tert-butyl ester), NC1CCN(CC1)C=1SC(C(N1)=O)=CC=1C=C2C=NN(C2=CC1)CC1=C(C=C(C=C1)Cl)C(F)(F)F (2-(4-Amino-piperidin-1-yl)-5-[1-(4-chloro-2-trifluoromethyl-benzyl)-1H-indazol-5-ylmethylene]-thiazol-4-one). Reaction SMILES: [Cl:1][C:2]1[CH:27]=[CH:26][C:5]([CH2:6][N:7]2[C:15]3[C:10](=[CH:11][C:12]([CH:16]=[C:17]4[S:21][C:20](SCC)=[N:19][C:18]4=[O:25])=[CH:13][CH:14]=3)[CH:9]=[N:8]2)=[C:4]([C:28]([F:31])([F:30])[F:29])[CH:3]=1.[C:32]([O:36][C:37](=[O:45])[NH:38][CH:39]1[CH2:44][CH2:43][NH:42][CH2:41][CH2:40]1)([CH3:35])([CH3:34])[CH3:33]>>[C:32]([O:36][C:37](=[O:45])[NH:38][CH:39]1[CH2:44][CH2:43][N:42]([C:20]2[S:21][C:17](=[CH:16][C:12]3[CH:11]=[C:10]4[C:15](=[CH:14][CH:13]=3)[N:7]([CH2:6][C:5]3[CH:26]=[CH:27][C:2]([Cl:1])=[CH:3][C:4]=3[C:28]([F:30])([F:31])[F:29])[N:8]=[CH:9]4)[C:18](=[O:25])[N:19]=2)[CH2:41][CH2:40]1)([CH3:35])([CH3:33])[CH3:34].[NH2:38][CH:39]1[CH2:44][CH2:43][N:42]([C:20]2[S:21][C:17](=[CH:16][C:12]3[CH:11]=[C:10]4[C:15](=[CH:14][CH:13]=3)[N:7]([CH2:6][C:5]3[CH:26]=[CH:27][C:2]([Cl:1])=[CH:3][C:4]=3[C:28]([F:29])([F:31])[F:30])[N:8]=[CH:9]4)[C:18](=[O:25])[N:19]=2)[CH2:41][CH2:40]1. Procedure: (1-{5-[1-(4-Chloro-2-trifluoromethyl-benzyl)-1H-indazol-5-ylmethylene]-4-oxo-4,5-dihydro-thiazol-2-yl}-piperidin-4-yl)-carbamic acid tert-butyl ester was prepared from 5-[1-(4-chloro-2-trifluoromethyl-benzyl)-1H-indazol-5-ylmethylene]-2-ethylsulfanyl-thiazol-4-one and piperidin-4-yl-carbamic acid tert-butyl ester following General Procedure C. The compound was used directly following General Procedure H to provide 2-(4-Amino-piperidin-1-yl)-5-[1-(4-chloro-2-trifluoromethyl-benzyl)-1H-indazol-5-y...